From a dataset of the Open Reaction Database (ORD), a public repository of structured organic reaction records. describe an organic reaction: reactants, conditions, products, and yield Reactants: [Br-], CON(C)C(=O)C1(NC(=O)OC(C)(C)C)CCC1, C1CCOC1, C[Mg+]. Yields the product CC(=O)C1(NC(=O)OC(C)(C)C)CCC1. RXN SMILES: [Br-:19].[C:1]([CH3:2])([CH3:3])([CH3:4])[O:5][C:6]([NH:7][C:8]1([C:12]([N:13]([O:14][CH3:15])[CH3:16])=[O:17])[CH2:9][CH2:10][CH2:11]1)=[O:18].[CH2:22]1[O:23][CH2:24][CH2:25][CH2:26]1.[CH3:20][Mg+:21]>>[C:1]([CH3:2])([CH3:3])([CH3:4])[O:5][C:6]([NH:7][C:8]1([C:12](=[O:17])[CH3:20])[CH2:9][CH2:10][CH2:11]1)=[O:18]. The reactants are CN(C([C@H](NC1=NC(SC1)=O)C)=O)C (N,N-dimethyl-N2-(2-oxo-2,5-dihydro-1,3-thiazol-4-yl)-D-alaninamide), FC(C1=C(CN2CCC(CC2)C=O)C=CC(=C1)C(F)(F)F)(F)F (1-[2,4-bis(trifluoromethyl)benzyl]piperidine-4-carbaldehyde), C(C)(=O)[O-].[NH2+]1CCCCC1 (piperidinium acetate). Solvent: CC(C)O (2-propanol). Conditions: temperature 60 celsius, time 8 hour. Yields the product FC(C1=C(CN2CCC(CC2)\C=C/2\C(=NC(S2)=O)N[C@H](C)C(=O)N(C)C)C=CC(=C1)C(F)(F)F)(F)F (N2-[(5Z)-5-({1-[2,4-bis(trifluoromethyl)benzyl]piperidin-4-yl}methylidene)-2-oxo-2,5-dihydro-1,3-thiazol-4-yl]-N,N-dimethyl-D-alaninamide). The yield is 51.1%. RXN SMILES: [CH3:1][N:2]([CH3:14])[C:3](=[O:13])[C@@H:4]([CH3:12])[NH:5][C:6]1[CH2:10][S:9][C:8](=[O:11])[N:7]=1.[F:15][C:16]([F:37])([F:36])[C:17]1[CH:31]=[C:30]([C:32]([F:35])([F:34])[F:33])[CH:29]=[CH:28][C:18]=1[CH2:19][N:20]1[CH2:25][CH2:24][CH:23]([CH:26]=O)[CH2:22][CH2:21]1.C([O-])(=O)C.[NH2+]1CCCCC1>CC(O)C>[F:37][C:16]([F:15])([F:36])[C:17]1[CH:31]=[C:30]([C:32]([F:35])([F:34])[F:33])[CH:29]=[CH:28][C:18]=1[CH2:19][N:20]1[CH2:25][CH2:24][CH:23](/[CH:26]=[C:10]2/[C:6]([NH:5][C@@H:4]([C:3]([N:2]([CH3:1])[CH3:14])=[O:13])[CH3:12])=[N:7][C:8](=[O:11])[S:9]/2)[CH2:22][CH2:21]1 |f:2.3|. Reported procedure: To a solution of N,N-dimethyl-N2-(2-oxo-2,5-dihydro-1,3-thiazol-4-yl)-D-alaninamide (1.02 g) and 1-[2,4-bis(trifluoromethyl)benzyl]piperidine-4-carbaldehyde (1.93 g) in 2-propanol (10 mL) was added piperidinium acetate (826 mg) at room temperature. The reaction mixture was stirred at 60° C. overnight, and the solvent was evaporated under reduced pressure. The residue was purified by silica gel column chromatography (NH, ethyl acetate/hexane) and recrystallized from ethyl acetate/heptane to give ... The reactants are C=1C=CC(=CC1)C=2N=C(N=C(N2)N)N (benzoguanamine), ClS(=O)(=O)O (chlorosulfonic acid), N (ammonia). Run at time 1 hour. Product: NC1=NC(=NC(=N1)N)C1=CC(=CC=C1)S(N)(=O)=O (2,4-diamino-6-(3-sulfamylphenyl)-s-triazine). As a reaction SMILES: [CH:1]1[CH:2]=[CH:3][C:4]([C:7]2[N:8]=[C:9]([NH2:14])[N:10]=[C:11]([NH2:13])[N:12]=2)=[CH:5][CH:6]=1.[NH3:15].Cl[S:17]([OH:20])(=O)=[O:18]>>[NH2:13][C:11]1[N:10]=[C:9]([NH2:14])[N:8]=[C:7]([C:4]2[CH:3]=[CH:2][CH:1]=[C:6]([S:17](=[O:20])(=[O:18])[NH2:15])[CH:5]=2)[N:12]=1. Procedure: 6.0 g of benzoguanamine is heated in 30 g of chlorosulfonic acid at 130° to 140° C. for 4 hours. After cooling, the mixture is added dropwise into 300 ml of 28% aqueous ammonia with stirring and after 1 hour, the insoluble matter is filtered out and recrystallized from aqueous dimethylsulfoxide. Melting point: over 290° C.; yield: 2.0 g. The reactants are Cc1ncc[nH]1, CN(C)C=O, CCN(C(C)C)C(C)C, O=C1c2c(-c3ccccc3)noc2CCC1CCCCl, [I-], [Na+]. The product is Cc1nccn1CCCC1CCc2onc(-c3ccccc3)c2C1=O. RXN SMILES: [CH3:21][c:22]1[nH:23][cH:24][cH:25][n:26]1.[CH3:38][N:39]([CH3:40])[CH:41]=[O:42].[CH:27]([N:28]([CH:29]([CH3:30])[CH3:31])[CH2:32][CH3:33])([CH3:34])[CH3:35].[Cl:1][CH2:2][CH2:3][CH2:4][CH:5]1[CH2:6][CH2:7][c:8]2[c:9]([c:10](-[c:13]3[cH:14][cH:15][cH:16][cH:17][cH:18]3)[n:11][o:12]2)[C:19]1=[O:20].[I-:37].[Na+:36]>>[CH2:2]([CH2:3][CH2:4][CH:5]1[CH2:6][CH2:7][c:8]2[c:9]([c:10](-[c:13]3[cH:14][cH:15][cH:16][cH:17][cH:18]3)[n:11][o:12]2)[C:19]1=[O:20])[n:23]1[c:22]([CH3:21])[n:26][cH:25][cH:24]1. The reactants are C1(=CC=CC=C1)C=1OC=C(N1)CCN (2-(2-phenyloxazol-4-yl)ethanamine), FC(C1=NC(=NO1)C=1C=NC=C(C(=O)O)C1)(F)F (5-(5-(trifluoromethyl)-1,2,4-oxadiazol-3-yl)nicotinic acid). The product is C1(=CC=CC=C1)C=1OC=C(N1)CCNC(C1=CN=CC(=C1)C1=NOC(=N1)C(F)(F)F)=O (N-(2-(2-Phenyloxazol-4-yl)ethyl)-5-(5-(trifluoromethyl)-1,2,4-oxadiazol-3-yl)nicotinamide). Yield: 32.0%. Reaction SMILES: [C:1]1([C:7]2[O:8][CH:9]=[C:10]([CH2:12][CH2:13][NH2:14])[N:11]=2)[CH:6]=[CH:5][CH:4]=[CH:3][CH:2]=1.[F:15][C:16]([F:32])([F:31])[C:17]1[O:21][N:20]=[C:19]([C:22]2[CH:23]=[N:24][CH:25]=[C:26]([CH:30]=2)[C:27](O)=[O:28])[N:18]=1>>[C:1]1([C:7]2[O:8][CH:9]=[C:10]([CH2:12][CH2:13][NH:14][C:27](=[O:28])[C:26]3[CH:30]=[C:22]([C:19]4[N:18]=[C:17]([C:16]([F:32])([F:31])[F:15])[O:21][N:20]=4)[CH:23]=[N:24][CH:25]=3)[N:11]=2)[CH:2]=[CH:3][CH:4]=[CH:5][CH:6]=1. Procedure details: This compound was synthesized from 2-(2-phenyloxazol-4-yl)ethanamine and 5-(5-(trifluoromethyl)-1,2,4-oxadiazol-3-yl)nicotinic acid as described in example 8 step 6 (42 mgs, yield 32%). 1H NMR (CDCl3) δ 9.46 (d, J=2.1 Hz, 1H), 9.32 (d, J=2.1 Hz, 1H), 8.87 (t, J=2.7 Hz, 1H), 8.06-7.96 (m, 3H), 7.57-7.44 (m, 3H), 3.85 (m, 2H), 2.93 (t, J=6.3 Hz, 2H). MS (ESI) m/z: Calculated for C20H14F3N5O3: 429.10. found: 430.1 (M+H)+. Reactants: ClC=1C=[N+](C=C(C1C[C@H](O)C1=CC(=C(C=C1)OC(F)F)OCC1CC1)Cl)[O-] ((S)-3,5-dichloro-4-(2-(3-(cyclopropylmethoxy)-4-(difluoromethoxy)phenyl)-2-hydroxyethyl)pyridine 1-oxide), C(CCl)Cl (EDC), O1CCN(CC1)C1=CC=C2C(C(N(C2=C1)CC(=O)O)=O)=O (2-(6-morpholino-2,3-dioxoindolin-1-yl)acetic acid). Reagents/catalysts: CN(C)C=1C=CN=CC1 (DMAP). The solvent is C(Cl)Cl (DCM). Reaction conditions: time 8 hour. The product is ClC=1C=[N+](C=C(C1C[C@H](OC(CN1C(C(C2=CC=C(C=C12)N1CCOCC1)=O)=O)=O)C1=CC(=C(C=C1)OC(F)F)OCC1CC1)Cl)[O-].C(C)OCC (diethyl ether (S)-3,5-dichloro-4-(2-(3-(cyclopropylmethoxy)-4-(difluoromethoxy)-phenyl)-2-(2-(6-morpholino-2,3-dioxoindolin-1-yl)acetoxy)ethyl)pyridine 1-oxide). Isolated yield 44.0%. Reaction SMILES: [Cl:1][C:2]1[CH:3]=[N+:4]([O-:27])[CH:5]=[C:6]([Cl:26])[C:7]=1[CH2:8][C@@H:9]([C:11]1[CH:16]=[CH:15][C:14]([O:17][CH:18]([F:20])[F:19])=[C:13]([O:21][CH2:22][CH:23]2[CH2:25][CH2:24]2)[CH:12]=1)[OH:10].C(Cl)CCl.[O:32]1[CH2:37][CH2:36][N:35]([C:38]2[CH:46]=[C:45]3[C:41]([C:42](=[O:52])[C:43](=[O:51])[N:44]3[CH2:47][C:48](O)=[O:49])=[CH:40][CH:39]=2)[CH2:34][CH2:33]1>C(Cl)Cl.CN(C1C=CN=CC=1)C>[Cl:1][C:2]1[CH:3]=[N+:4]([O-:27])[CH:5]=[C:6]([Cl:26])[C:7]=1[CH2:8][C@@H:9]([C:11]1[CH:16]=[CH:15][C:14]([O:17][CH:18]([F:20])[F:19])=[C:13]([O:21][CH2:22][CH:23]2[CH2:25][CH2:24]2)[CH:12]=1)[O:10][C:48](=[O:49])[CH2:47][N:44]1[C:45]2[C:41](=[CH:40][CH:39]=[C:38]([N:35]3[CH2:34][CH2:33][O:32][CH2:37][CH2:36]3)[CH:46]=2)[C:42](=[O:52])[C:43]1=[O:51].[CH2:13]([O:21][CH2:22][CH3:23])[CH3:12] |f:5.6|. Procedure: To a solution of (S)-3,5-dichloro-4-(2-(3-(cyclopropylmethoxy)-4-(difluoromethoxy)phenyl)-2-hydroxyethyl)pyridine 1-oxide (0.200 g, 0.476 mmol) in DCM (15 ml), DMAP (0.070 g, 0.571 mmol), EDC (0.274 g, 1.428 mmol) and 2-(6-morpholino-2,3-dioxoindolin-1-yl)acetic acid (0.166 g, 0.571 mmol) were added in one portion at room temperature, and the resulting solution was stirred overnight. The solvent was removed under vacuum and the crude was purified by silica gel flash chromatography (DCM:MeOH=98:2... The reactants are NC1=CC(=CC(=N1)NC1=CC=C(C=O)C=C1)C1=C(C=CC(=C1)Cl)OCC (4-[6-Amino-4-(5-chloro-2-ethoxy-phenyl)-pyridin-2-ylamino]-benzaldehyde), [BH4-].[Na+] (sodium borohydride), O (water), Cl (hydrochloric acid). The solvent is O1CCCC1 (tetrahydofuran), CO (methanol). Conditions: time 1.5 hour. Yields the product NC1=CC(=CC(=N1)NC1=CC=C(C=C1)CO)C1=C(C=CC(=C1)Cl)OCC ({4-[6-Amino-4-(5-chloro-2-ethoxy-phenyl)-pyridin-2-ylamino]-phenyl}-methanol). The yield is 39.8%. As a reaction SMILES: [NH2:1][C:2]1[N:7]=[C:6]([NH:8][C:9]2[CH:16]=[CH:15][C:12]([CH:13]=[O:14])=[CH:11][CH:10]=2)[CH:5]=[C:4]([C:17]2[CH:22]=[C:21]([Cl:23])[CH:20]=[CH:19][C:18]=2[O:24][CH2:25][CH3:26])[CH:3]=1.[BH4-].[Na+].O.Cl>O1CCCC1.CO>[NH2:1][C:2]1[N:7]=[C:6]([NH:8][C:9]2[CH:16]=[CH:15][C:12]([CH2:13][OH:14])=[CH:11][CH:10]=2)[CH:5]=[C:4]([C:17]2[CH:22]=[C:21]([Cl:23])[CH:20]=[CH:19][C:18]=2[O:24][CH2:25][CH3:26])[CH:3]=1 |f:1.2|. Procedure details: To a solution of the title compound provided by Example 12 (25 mg, 0.068 mmol) in tetrahydofuran (5 ml) and methanol (10 ml) was added sodium borohydride (20 mg, 0.53 mmol). After stirring for 1.5 hours, the mixture was treated with water (10 ml) and hydrochloric acid (1 M, 0.6 ml). The mixture was concentrated to a volume of 8 ml and the solid was collected by filtration. The solid was treated with aqueous sodium carbonate solution (10%, 10 ml) and extracted with ethyl acetate (3×30 ml). The co...